This data is from the Open Reaction Database (ORD), a public repository of structured organic reaction records. The task is: describe an organic reaction: reactants, conditions, products, and yield The reactants are N(=NC(=O)N1CCCCC1)C(=O)N1CCCCC1 (1,1′-(Azodicarbonyl)dipiperidine), C(C)OC(COC1=C(C=C(C=C1)SC1=CC(=CC(=C1)C#CC1=CC=CC=C1)O)C)=O ([4-(3-Hydroxy-5-phenylethynyl-phenylsulfanyl)-2-methyl-phenoxy]-acetic acid ethyl ester), N1(CCOCC1)CCCO (3-morpholin-4-yl-propan-1-ol), C(CCC)P(CCCC)CCCC (tributylphosphine). The solvent is C1CCOC1 (THF), C1CCOC1 (THF). Reaction conditions: time 16 hour. The product is C(C)OC(COC1=C(C=C(C=C1)SC1=CC(=CC(=C1)C#CC1=CC=CC=C1)OCCCN1CCOCC1)C)=O ({2-Methyl-4-[3-(3-morpholin-4-yl-propoxy)-5-phenylethynyl-phenylsulfanyl]-phenoxy}-acetic Acid Ethyl Ester). Reaction SMILES: [CH2:1]([O:3][C:4](=[O:30])[CH2:5][O:6][C:7]1[CH:12]=[CH:11][C:10]([S:13][C:14]2[CH:19]=[C:18]([C:20]#[C:21][C:22]3[CH:27]=[CH:26][CH:25]=[CH:24][CH:23]=3)[CH:17]=[C:16]([OH:28])[CH:15]=2)=[CH:9][C:8]=1[CH3:29])[CH3:2].[N:31]1([CH2:37][CH2:38][CH2:39]O)[CH2:36][CH2:35][O:34][CH2:33][CH2:32]1.C(P(CCCC)CCCC)CCC.N(C(N1CCCCC1)=O)=NC(N1CCCCC1)=O>C1COCC1>[CH2:1]([O:3][C:4](=[O:30])[CH2:5][O:6][C:7]1[CH:12]=[CH:11][C:10]([S:13][C:14]2[CH:19]=[C:18]([C:20]#[C:21][C:22]3[CH:27]=[CH:26][CH:25]=[CH:24][CH:23]=3)[CH:17]=[C:16]([O:28][CH2:39][CH2:38][CH2:37][N:31]3[CH2:36][CH2:35][O:34][CH2:33][CH2:32]3)[CH:15]=2)=[CH:9][C:8]=1[CH3:29])[CH3:2]. Procedure: [4-(3-Hydroxy-5-phenylethynyl-phenylsulfanyl)-2-methyl-phenoxy]-acetic acid ethyl ester (0.25 g; 0.60 mmol), 3-morpholin-4-yl-propan-1-ol (0.12 g; 0.84 mmol) and tributylphosphine (0.27 mL; 1.08 mmol) were dissolved in THF (20 mL) in a dried reaction flask under an atmosphere of nitrogen. 1,1′-(Azodicarbonyl)dipiperidine (0.27 g; 1.08 mmol) dissolved in THF (10 mL) was added to the reaction mixture, which was stirred at room temperature for 16 h. The reaction mixture was evaporated to dryness, a... Starting materials: ClC1=CC=C(C=C1)OCC(CN=[N+]=[N-])N=[N+]=[N-] (rac-1-chloro-4-(2,3-diazido-propoxy)-benzene). Reagents/catalysts: [Pd] (palladium on charcoal). The solvent is CO (methanol). Conditions: time 1 hour. Yields the product ClC1=CC=C(OCC(CN)N)C=C1 (rac-3-(4-Chloro-phenoxy)-propane-1,2-diamine). The yield is 27.1%. As a reaction SMILES: [Cl:1][C:2]1[CH:7]=[CH:6][C:5]([O:8][CH2:9][CH:10]([N:15]=[N+]=[N-])[CH2:11][N:12]=[N+]=[N-])=[CH:4][CH:3]=1>CO.[Pd]>[Cl:1][C:2]1[CH:3]=[CH:4][C:5]([O:8][CH2:9][CH:10]([NH2:15])[CH2:11][NH2:12])=[CH:6][CH:7]=1. Procedure details: To a solution of rac-1-chloro-4-(2,3-diazido-propoxy)-benzene (0.89 g, 3.5 mmol) in methanol (5 ml) was added palladium on charcoal (50 mg) and the mixture was hydrogenated at atmospheric pressure for 1 hour. The catalyst was removed by filtration over celite and the filtrate was evaporated. The residue was purified by chromatography (column: Isolute® Flash-NH2 from Separtis; eluent: ethyl acetate) to yield a light yellow liquid (0.19 g, 27%); MS (ISP): 201.3 ((M+H)+). As a reaction SMILES: [NH2:1][C:2]1[N:6]([C:7]([NH2:9])=[O:8])[N:5]=[C:4]([C:10]2[O:11][CH:12]=[CH:13][CH:14]=2)[CH:3]=1>COC(OC)(OC)CCCC>[CH2:3]([C:2]1[NH:1][C:2]2[N:6]([N:5]=[C:4]([C:10]3[O:11][CH:12]=[CH:13][CH:14]=3)[CH:3]=2)[C:7](=[O:8])[N:9]=1)[CH2:4][CH2:10][CH3:14]. Procedure: A mixture of 3.0 g of the product of Example 1 and 10 ml of trimethylorthovalerate is heated at 130 C. for 30 minutes. The reaction mixture is cooled to room temperature and diluted with hexanes. The resulting colorless solid is collected by filtration, washed with hexanes and dried to give 2.0 g of the desired product as a solid, m.p. 190° C. Solvent: COC(CCCC)(OC)OC (trimethylorthovalerate), hexanes. Run at time 30 minute. Isolated yield 99.2%. The product is C(CCC)C=1NC=2N(C(N1)=O)N=C(C2)C=2OC=CC2 (2-Butyl-7-(2-furanyl)-pyrazolo[1,5-a][1,3,5]-triazin-4(1H)-one). Starting materials: NC1=CC(=NN1C(=O)N)C=1OC=CC1 (5-Amino-3-(2-furanyl)-1H-pyrazole-1-carboxamide). Starting materials: C1CCOC1, CC(C)OC(=O)CCCCCCN1C(=O)OCCC1C=O, [Cl-], [Cl-], COP(=O)(CC(=O)C(F)(F)c1ccccc1)OC, [Na], [Zn+2]. The product is CC(C)OC(=O)CCCCCCN1C(=O)OCCC1C=CC(=O)C(F)(F)c1ccccc1. As a reaction SMILES: [CH2:41]1[O:42][CH2:43][CH2:44][CH2:45]1.[CH:1](=[O:2])[CH:3]1[N:4]([CH2:10][CH2:11][CH2:12][CH2:13][CH2:14][CH2:15][C:16](=[O:17])[O:18][CH:19]([CH3:20])[CH3:21])[C:5](=[O:9])[O:6][CH2:7][CH2:8]1.[Cl-:46].[Cl-:48].[F:23][C:24]([C:25]([CH2:26][P:27](=[O:28])([O:29][CH3:30])[O:31][CH3:32])=[O:33])([c:34]1[cH:35][cH:36][cH:37][cH:38][cH:39]1)[F:40].[Na:22].[Zn+2:47]>>[CH:1]([CH:3]1[N:4]([CH2:10][CH2:11][CH2:12][CH2:13][CH2:14][CH2:15][C:16](=[O:17])[O:18][CH:19]([CH3:20])[CH3:21])[C:5](=[O:9])[O:6][CH2:7][CH2:8]1)=[CH:26][C:25]([C:24]([F:23])([c:34]1[cH:35][cH:36][cH:37][cH:38][cH:39]1)[F:40])=[O:33]. Starting materials: COC(C=CC1=CC(=CC=2N=CN(C21)C2=CC=CC=C2)C(F)(F)F)=O (3-(3-phenyl-6-trifluoromethyl-3H-benzimidazol-4-yl)acrylic acid methyl ester), CN1CCN(CC1)C(C=CC=1N(C2=C(N1)C=C(C=C2)C(F)(F)F)C2=CC=CC=C2)=O (1-(4-methylpiperazin-1-yl)-3-(3-phenyl-6-trifluoromethyl-3H-benzoimidazol-yl)prop-2-en-1-one). Yields the product C(C)N(C(C=CC1=CC(=CC=2N=CN(C21)C2=CC=CC=C2)C(F)(F)F)=O)CC (N,N-Diethyl-3-(3-phenyl-6-trifluoromethyl-3H-benzimidazol-4-yl)acrylamide). Yield: 53.0%. Reaction SMILES: CO[C:3](=[O:25])[CH:4]=[CH:5][C:6]1[C:14]2[N:13]([C:15]3[CH:20]=[CH:19][CH:18]=[CH:17][CH:16]=3)[CH:12]=[N:11][C:10]=2[CH:9]=[C:8]([C:21]([F:24])([F:23])[F:22])[CH:7]=1.C[N:27]1[CH2:32][CH2:31]N(C(=O)C=CC2N(C3C=CC=CC=3)C3C=CC(C(F)(F)F)=CC=3N=2)[CH2:29][CH2:28]1>>[CH2:28]([N:27]([CH2:32][CH3:31])[C:3](=[O:25])[CH:4]=[CH:5][C:6]1[C:14]2[N:13]([C:15]3[CH:20]=[CH:19][CH:18]=[CH:17][CH:16]=3)[CH:12]=[N:11][C:10]=2[CH:9]=[C:8]([C:21]([F:24])([F:23])[F:22])[CH:7]=1)[CH3:29]. Procedure details: This was prepared from 3-(3-phenyl-6-trifluoromethyl-3H-benzimidazol-4-yl)acrylic acid methyl ester in a similar manner to 1-(4-methylpiperazin-1-yl)-3-(3-phenyl-6-trifluoromethyl-3H-benzoimidazol-yl)prop-2-en-1-one. The oily residue was purified by flash chromatography over silica gel (eluted with dichloromethane/methanol 0.5-2.5% gradient) to afford the title compound as a white solid (300 mg, 53%), m/z 388.0 (M+H)+. Reactants: Clc1ccc2scc(CBr)c2c1, Br, C1CCOC1, O=C1CN2C=CC=CC2=N1. The product is O=C1N=C2C=CC=CN2C1Cc1csc2ccc(Cl)cc12. As a reaction SMILES: [Br:12][CH2:13][c:14]1[c:15]2[c:16]([s:17][cH:18]1)[cH:19][cH:20][c:21]([Cl:23])[cH:22]2.[BrH:1].[CH2:24]1[O:25][CH2:26][CH2:27][CH2:28]1.[N:2]1=[C:6]2[N:5]([CH2:4][C:3]1=[O:11])[CH:10]=[CH:9][CH:8]=[CH:7]2>>[N:2]1=[C:6]2[N:5]([CH:4]([CH2:13][c:14]3[c:15]4[c:16]([s:17][cH:18]3)[cH:19][cH:20][c:21]([Cl:23])[cH:22]4)[C:3]1=[O:11])[CH:10]=[CH:9][CH:8]=[CH:7]2. The product is CS(=O)(=O)c1ccc(C(CC2CCCC2)c2cc3cc(CCCO)cnc3[nH]2)cc1. Reactants: BrB(Br)Br, COCCCc1cnc2[nH]c(C(CC3CCCC3)c3ccc(S(C)(=O)=O)cc3)cc2c1, ClCCl, [Na+], [OH-]. Reaction SMILES: [B:32]([Br:33])([Br:34])[Br:35].[CH:1]1([CH2:6][CH:7]([c:8]2[cH:9][cH:10][c:11]([S:14](=[O:15])(=[O:16])[CH3:17])[cH:12][cH:13]2)[c:18]2[cH:19][c:20]3[c:21]([n:22][cH:23][c:24]([CH2:26][CH2:27][CH2:28][O:29][CH3:30])[cH:25]3)[nH:31]2)[CH2:2][CH2:3][CH2:4][CH2:5]1.[Cl:38][CH2:39][Cl:40].[Na+:37].[OH-:36]>>[CH:1]1([CH2:6][CH:7]([c:8]2[cH:9][cH:10][c:11]([S:14](=[O:15])(=[O:16])[CH3:17])[cH:12][cH:13]2)[c:18]2[cH:19][c:20]3[c:21]([n:22][cH:23][c:24]([CH2:26][CH2:27][CH2:28][OH:29])[cH:25]3)[nH:31]2)[CH2:2][CH2:3][CH2:4][CH2:5]1. The reactants are BrC1=C(C2=C(OCCO2)C(=C1Br)[N+](=O)[O-])C(=O)O (6,7-dibromo-8-nitro-1,4-benzodioxane-5-carboxylic acid), [H][H] (hydrogen). The reagents and catalysts are [Pd] (Pd). Run in O (water). Reaction conditions: temperature 50 celsius. Product: NC1=CC=C(C2=C1OCCO2)C(=O)O (8-amino-1,4-benzodioxane-5-carboxylic acid). Isolated yield 83.7%. Reaction SMILES: Br[C:2]1[C:11](Br)=[C:10]([N+:13]([O-])=O)[C:5]2[O:6][CH2:7][CH2:8][O:9][C:4]=2[C:3]=1[C:16]([OH:18])=[O:17].[H][H]>[Pd].O>[NH2:13][C:10]1[C:5]2[O:6][CH2:7][CH2:8][O:9][C:4]=2[C:3]([C:16]([OH:18])=[O:17])=[CH:2][CH:11]=1. Procedure details: 400 ml of water, 98.5 g of 6,7-dibromo-8-nitro-1,4-benzodioxane-5-carboxylic acid, 100 ml of soda and 10 g of Pd/c were introduced into an autoclave and then hydrogen under a pressure of 40 kg/cm2 was introduced while heating to 50° C. The mixture was filtered and then treated with 95 ml of hydrochloric acid. The precipitate was dried off, washed and dried. 42 g of 8-amino-1,4-benzodioxane-5-carboxylic acid were obtained (M.P.: 186° C.; yield: 83.7%).